This data is from the Open Reaction Database (ORD), a public repository of structured organic reaction records. The task is: describe an organic reaction: reactants, conditions, products, and yield Reactants: [BH4-], CCOC(=O)C=C1CN(C(c2ccccc2)(c2ccccc2)c2ccccc2)CCC1=O, [Na+]. Yields the product CCOC(=O)C=C1CN(C(c2ccccc2)(c2ccccc2)c2ccccc2)CCC1O. RXN SMILES: [BH4-:1].[CH2:3]([CH3:4])[O:5][C:6](=[O:7])[CH:8]=[C:9]1[CH2:10][N:11]([C:16]([c:17]2[cH:18][cH:19][cH:20][cH:21][cH:22]2)([c:23]2[cH:24][cH:25][cH:26][cH:27][cH:28]2)[c:29]2[cH:30][cH:31][cH:32][cH:33][cH:34]2)[CH2:12][CH2:13][C:14]1=[O:15].[Na+:2]>>[CH2:3]([CH3:4])[O:5][C:6](=[O:7])[CH:8]=[C:9]1[CH2:10][N:11]([C:16]([c:17]2[cH:18][cH:19][cH:20][cH:21][cH:22]2)([c:23]2[cH:24][cH:25][cH:26][cH:27][cH:28]2)[c:29]2[cH:30][cH:31][cH:32][cH:33][cH:34]2)[CH2:12][CH2:13][CH:14]1[OH:15].